From a dataset of the Open Reaction Database (ORD), a public repository of structured organic reaction records. describe an organic reaction: reactants, conditions, products, and yield Product: CC(C)(C)c1cc(-n2nc3ccccc3n2)c(O)c(C(C)(C)C)c1. Reaction SMILES: [C:38].[CH3:26][c:27]1[cH:28][cH:29][cH:30][cH:31][cH:32]1.[CH3:33][NH:34][CH3:35].[H:36][H:37].[OH2:40].[OH:1][c:2]1[c:3](-[n:16]2[n:17][c:18]3[c:19]([n+:20]2[O-:21])[cH:22][cH:23][cH:24][cH:25]3)[cH:4][c:5]([C:12]([CH3:13])([CH3:14])[CH3:15])[cH:6][c:7]1[C:8]([CH3:9])([CH3:10])[CH3:11].[Pd:39]>>[OH:1][c:2]1[c:3](-[n:16]2[n:17][c:18]3[c:19]([n:20]2)[cH:22][cH:23][cH:24][cH:25]3)[cH:4][c:5]([C:12]([CH3:13])([CH3:14])[CH3:15])[cH:6][c:7]1[C:8]([CH3:9])([CH3:10])[CH3:11]. Reactants: C, Cc1ccccc1, CNC, [H][H], O, CC(C)(C)c1cc(-n2nc3ccccc3[n+]2[O-])c(O)c(C(C)(C)C)c1, [Pd]. Reactants: COc1cc2c(Nc3cc(CC(=O)O)[nH]n3)ncnc2cc1OCCC1CCN(CCOC(C)(C)C)CC1, CCN=C=NCCCN(C)C, CN(C)C=O, ClCCl, Cl, Nc1cccc(F)c1, [O-][n+]1ccccc1O. Product: COc1cc2c(Nc3cc(CC(=O)Nc4cccc(F)c4)[nH]n3)ncnc2cc1OCCC1CCN(CCOC(C)(C)C)CC1. RXN SMILES: [C:1]([CH3:2])([CH3:3])([CH3:4])[O:5][CH2:6][CH2:7][N:8]1[CH2:9][CH2:10][CH:11]([CH2:14][CH2:15][O:16][c:17]2[c:18]([O:37][CH3:38])[cH:19][c:20]3[c:21]([NH:27][c:28]4[n:29][nH:30][c:31]([CH2:33][C:34](=[O:35])[OH:36])[cH:32]4)[n:22][cH:23][n:24][c:25]3[cH:26]2)[CH2:12][CH2:13]1.[CH3:48][N:49]([CH3:50])[CH2:51][CH2:52][CH2:53][N:54]=[C:55]=[N:56][CH2:57][CH3:58].[CH3:67][N:68]([CH3:69])[CH:70]=[O:71].[Cl:72][CH2:73][Cl:74].[ClH:47].[NH2:39][c:40]1[cH:41][cH:42][cH:43][c:44]([F:45])[cH:46]1.[OH:59][c:60]1[cH:61][cH:62][cH:63][cH:64][n+:65]1[O-:66]>>[C:1]([CH3:2])([CH3:3])([CH3:4])[O:5][CH2:6][CH2:7][N:8]1[CH2:9][CH2:10][CH:11]([CH2:14][CH2:15][O:16][c:17]2[c:18]([O:37][CH3:38])[cH:19][c:20]3[c:21]([NH:27][c:28]4[n:29][nH:30][c:31]([CH2:33][C:34](=[O:36])[NH:39][c:40]5[cH:41][cH:42][cH:43][c:44]([F:45])[cH:46]5)[cH:32]4)[n:22][cH:23][n:24][c:25]3[cH:26]2)[CH2:12][CH2:13]1. The reactants are Cl.C1(=CC=CC=C1)C(C(=O)N[C@H](CCCN)C(=O)N[C@H](C)C1=CC=CC=C1)C1=CC=CC=C1 ((R)-N2 -(Diphenylacetyl)-(R)-N-(1-phenylethyl)ornithine amide hydrochloride), C(=O)(OCC1=CC=CC=C1)NC(SC)=NC(=O)OCC1=CC=CC=C1 (N,N'-bis(Cbz)-S-methylisothiourea), CCN(C(C)C)C(C)C (DiPEA). The product is C(=O)(OCC1=CC=CC=C1)NC(NCCC[C@@H](NC(C(C1=CC=CC=C1)C1=CC=CC=C1)=O)C(=O)N[C@H](C)C1=CC=CC=C1)=NC(=O)OCC1=CC=CC=C1 ((R)-Nω,Nω '-bis(Cbz)-N2 -(Diphenylacetyl)-(R)-N-(1-phenylethyl)-arginine amide). Yield: 78.4%. As a reaction SMILES: Cl.[C:2]1([CH:8]([C:28]2[CH:33]=[CH:32][CH:31]=[CH:30][CH:29]=2)[C:9]([NH:11][C@@H:12]([C:17]([NH:19][C@@H:20]([C:22]2[CH:27]=[CH:26][CH:25]=[CH:24][CH:23]=2)[CH3:21])=[O:18])[CH2:13][CH2:14][CH2:15][NH2:16])=[O:10])[CH:7]=[CH:6][CH:5]=[CH:4][CH:3]=1.[C:34]([NH:44][C:45](=[N:48][C:49]([O:51][CH2:52][C:53]1[CH:58]=[CH:57][CH:56]=[CH:55][CH:54]=1)=[O:50])SC)([O:36][CH2:37][C:38]1[CH:43]=[CH:42][CH:41]=[CH:40][CH:39]=1)=[O:35].CCN(C(C)C)C(C)C>>[C:49]([NH:48][C:45](=[N:44][C:34]([O:36][CH2:37][C:38]1[CH:43]=[CH:42][CH:41]=[CH:40][CH:39]=1)=[O:35])[NH:16][CH2:15][CH2:14][CH2:13][C@H:12]([C:17]([NH:19][C@@H:20]([C:22]1[CH:23]=[CH:24][CH:25]=[CH:26][CH:27]=1)[CH3:21])=[O:18])[NH:11][C:9](=[O:10])[CH:8]([C:2]1[CH:3]=[CH:4][CH:5]=[CH:6][CH:7]=1)[C:28]1[CH:29]=[CH:30][CH:31]=[CH:32][CH:33]=1)([O:51][CH2:52][C:53]1[CH:54]=[CH:55][CH:56]=[CH:57][CH:58]=1)=[O:50] |f:0.1|. Procedure details: Prepared according to the method described in Example 4(f) above from (R)-N2 -(diphenylacetyl)-(R)-N-(1-phenylethyl)ornithine amide (0.50 g; 1.0 mmol; from step (c) above), N,N'-bis(Cbz)-S-methylisothiourea (0.40 g; 1.1 mmol) and DiPEA (0.3 mL; 1.6 mmol) yielding 0.58 g (73%) of the sub-title compound as a solid. The reactants are ClC(Cl)(Cl)Cl, Cc1ccc(-c2nnc(-c3cccc([N+](=O)[O-])c3)s2)cc1, O=C1CCC(=O)N1Br. The product is O=[N+]([O-])c1cccc(-c2nnc(-c3ccc(CBr)cc3)s2)c1. As a reaction SMILES: [Cl:30][C:31]([Cl:32])([Cl:33])[Cl:34].[N+:1](=[O:2])([O-:3])[c:4]1[cH:5][c:6](-[c:10]2[s:11][c:12](-[c:15]3[cH:16][cH:17][c:18]([CH3:21])[cH:19][cH:20]3)[n:13][n:14]2)[cH:7][cH:8][cH:9]1.[O:22]=[C:23]1[N:24]([Br:29])[C:25](=[O:26])[CH2:27][CH2:28]1>>[N+:1](=[O:2])([O-:3])[c:4]1[cH:5][c:6](-[c:10]2[s:11][c:12](-[c:15]3[cH:16][cH:17][c:18]([CH2:21][Br:29])[cH:19][cH:20]3)[n:13][n:14]2)[cH:7][cH:8][cH:9]1. Starting materials: COC(=O)c1ccc(C(=O)N2CCC(CN(C(=O)OC(C)(C)C)C(C)c3cccc4ccccc34)C(c3ccccc3)C2)cc1, C1CCOC1, CO, Cl, [Na+], [OH-]. The product is CC(c1cccc2ccccc12)N(CC1CCN(C(=O)c2ccc(C(=O)O)cc2)CC1c1ccccc1)C(=O)OC(C)(C)C. As a reaction SMILES: [C:1]([CH3:2])([CH3:3])([CH3:4])[O:5][C:6](=[O:7])[N:8]([CH:9]([CH3:10])[c:11]1[cH:12][cH:13][cH:14][c:15]2[cH:16][cH:17][cH:18][cH:19][c:20]12)[CH2:21][CH:22]1[CH:23]([c:40]2[cH:41][cH:42][cH:43][cH:44][cH:45]2)[CH2:24][N:25]([C:28](=[O:29])[c:30]2[cH:31][cH:32][c:33]([C:34](=[O:35])[O:36][CH3:37])[cH:38][cH:39]2)[CH2:26][CH2:27]1.[CH2:46]1[O:47][CH2:48][CH2:49][CH2:50]1.[CH3:54][OH:55].[ClH:53].[Na+:52].[OH-:51]>>[C:1]([CH3:2])([CH3:3])([CH3:4])[O:5][C:6](=[O:7])[N:8]([CH:9]([CH3:10])[c:11]1[cH:12][cH:13][cH:14][c:15]2[cH:16][cH:17][cH:18][cH:19][c:20]12)[CH2:21][CH:22]1[CH:23]([c:40]2[cH:41][cH:42][cH:43][cH:44][cH:45]2)[CH2:24][N:25]([C:28](=[O:29])[c:30]2[cH:31][cH:32][c:33]([C:34](=[O:35])[OH:36])[cH:38][cH:39]2)[CH2:26][CH2:27]1. Starting materials: O=Cc1ccc(F)c(Br)c1, CCO, NNC(=O)CNc1ccc(Cl)cc1. Yields the product O=C(CNc1ccc(Cl)cc1)NN=Cc1ccc(F)c(Br)c1. RXN SMILES: [Br:14][c:15]1[cH:16][c:17]([CH:18]=[O:19])[cH:20][cH:21][c:22]1[F:23].[CH3:24][CH2:25][OH:26].[Cl:1][c:2]1[cH:3][cH:4][c:5]([NH:8][CH2:9][C:10](=[O:11])[NH:12][NH2:13])[cH:6][cH:7]1>>[Cl:1][c:2]1[cH:3][cH:4][c:5]([NH:8][CH2:9][C:10](=[O:11])[NH:12][N:13]=[CH:18][c:17]2[cH:16][c:15]([Br:14])[c:22]([F:23])[cH:21][cH:20]2)[cH:6][cH:7]1. Reactants: COC(=O)c1ccc(CBr)cc1, COCCOC, [K+], [K+], CSc1ncc(C#N)c(N)n1, O=C([O-])[O-]. Product: COC(=O)c1ccc(CNc2nc(SC)ncc2C#N)cc1. As a reaction SMILES: [CH3:12][O:13][C:14]([c:15]1[cH:16][cH:17][c:18]([CH2:21][Br:22])[cH:19][cH:20]1)=[O:23].[CH3:30][O:31][CH2:32][CH2:33][O:34][CH3:35].[K+:24].[K+:25].[NH2:1][c:2]1[n:3][c:4]([S:10][CH3:11])[n:5][cH:6][c:7]1[C:8]#[N:9].[O-:26][C:27]([O-:28])=[O:29]>>[NH:1]([c:2]1[n:3][c:4]([S:10][CH3:11])[n:5][cH:6][c:7]1[C:8]#[N:9])[CH2:21][c:18]1[cH:17][cH:16][c:15]([C:14]([O:13][CH3:12])=[O:23])[cH:20][cH:19]1.